This data is from the Open Reaction Database (ORD), a public repository of structured organic reaction records. The task is: describe an organic reaction: reactants, conditions, products, and yield Starting materials: CC(C)(C)C(=O)C(=Cc1ccc(Cl)cc1Cl)n1cncn1, ClCCCl, Cl. The product is CC(C)(C)C(O)C(=Cc1ccc(Cl)cc1Cl)n1cncn1. As a reaction SMILES: [Cl:1][c:2]1[c:3]([CH:9]=[C:10]([C:11]([C:12]([CH3:13])([CH3:14])[CH3:15])=[O:16])[n:17]2[n:18][cH:19][n:20][cH:21]2)[cH:4][cH:5][c:6]([Cl:8])[cH:7]1.[Cl:23][CH2:24][CH2:25][Cl:26].[ClH:22]>>[Cl:1][c:2]1[c:3]([CH:9]=[C:10]([CH:11]([C:12]([CH3:13])([CH3:14])[CH3:15])[OH:16])[n:17]2[n:18][cH:19][n:20][cH:21]2)[cH:4][cH:5][c:6]([Cl:8])[cH:7]1. The reactants are CC1(C)Cc2cc(Oc3ccc(N)cc3)ccc2O1, CON(C)C(=O)Cl, c1ccncc1. The product is CON(C)C(=O)Nc1ccc(Oc2ccc3c(c2)CC(C)(C)O3)cc1. RXN SMILES: [CH3:1][C:2]1([CH3:19])[O:3][c:4]2[c:5]([cH:7][c:8]([O:11][c:12]3[cH:13][cH:14][c:15]([NH2:16])[cH:17][cH:18]3)[cH:9][cH:10]2)[CH2:6]1.[CH3:20][O:21][N:22]([C:23](=[O:24])[Cl:25])[CH3:26].[cH:27]1[cH:28][cH:29][n:30][cH:31][cH:32]1>>[CH3:1][C:2]1([CH3:19])[O:3][c:4]2[c:5]([cH:7][c:8]([O:11][c:12]3[cH:13][cH:14][c:15]([NH:16][C:23]([N:22]([O:21][CH3:20])[CH3:26])=[O:24])[cH:17][cH:18]3)[cH:9][cH:10]2)[CH2:6]1. Starting materials: ClC1=NC=C(C=C1)C(Cl)(Cl)Cl (2-chloro-5-trichloromehtylpyridine), [Cl-].[NH4+] (ammonium chloride), cupric oxide. The solvent is C=1(C(=CC=CC1)C)C (xylene). Product: ClC1=NC=C(C=C1)C#N (2-chloro-5-cyanopyridine). The yield is 73.3%. RXN SMILES: [Cl:1][C:2]1[CH:7]=[CH:6][C:5]([C:8](Cl)(Cl)Cl)=[CH:4][N:3]=1.[Cl-].[NH4+:13]>C1(C)C(C)=CC=CC=1>[Cl:1][C:2]1[CH:7]=[CH:6][C:5]([C:8]#[N:13])=[CH:4][N:3]=1 |f:1.2|. Reported procedure: In a 200-ml reaction flask equipped with a thermometer, a Dimroth condenser and a stirrer were fed 46 g (0.2 mole) of 2-chloro-5-trichloromehtylpyridine, 16 g (0.3 mole) of ammonium chloride and 0.23 g (0.5% by weight) of cupric oxide. The mixture was reacted at 200° C. for 12 hours. The reaction mixture was cooled. At 130° C., 100 ml of xylene was added into the reaction flask. The mixture was cooled further. At 60° C., the mixture was filtered to remove a copper salt and excessive ammonium chl... The reactants are [BH3-]C#N, CCOC(=O)C1C2CCC(C2)C1N, CO, CC(=O)O, O=Cc1ccccc1, [Na+]. Product: CCOC(=O)C1C2CCC(C2)C1NCc1ccccc1. Reaction SMILES: [C:26]([BH3-:27])#[N:28].[CH2:13]([CH3:14])[O:15][C:16](=[O:17])[CH:18]1[CH:19]2[CH2:20][CH2:21][CH:22]([CH:23]1[NH2:24])[CH2:25]2.[CH3:30][OH:31].[CH3:9][C:10](=[O:11])[OH:12].[CH:1](=[O:2])[c:3]1[cH:4][cH:5][cH:6][cH:7][cH:8]1.[Na+:29]>>[CH2:1]([c:3]1[cH:4][cH:5][cH:6][cH:7][cH:8]1)[NH:24][CH:23]1[CH:18]([C:16]([O:15][CH2:13][CH3:14])=[O:17])[CH:19]2[CH2:20][CH2:21][CH:22]1[CH2:25]2. Starting materials: OS(=O)(=O)C(F)(F)F (Triflic acid), S(=O)(=O)(C1=CC=C(C)C=C1)O[C@@H](C(C)O)O ((S)-tosyloxy-1,2-propanediol), ClC1=C(C=CC(=C1)Cl)C(CN1N=CN=C1)=O (1-(2,4-dichlorophenyl)-2-(1H-1,2,4-triazol-1-yl) ethanone), S(=O)(=O)(C1=CC=C(C)C=C1)O[C@H](C(C)O)O ((R)-tosyloxy-1,2-propanediol), ClC1=C(C=CC(=C1)Cl)C(CN1N=CN=C1)=O (1-(2,4-dichlorophenyl)-2-(1H-1,2,4-triazol-1-yl) ethanone), C(=O)([O-])[O-].[K+].[K+] (K2CO3). Run in CO (MeOH), CC#N (CH3CN), CO (MeOH), C(C)(=O)OCC (ethyl acetate), C1(=CC=CC=C1)C (toluene), O (water). Conditions: temperature 5 celsius, time 60 hour. The product is S(=O)(=O)(O)C1=CC=C(C)C=C1.ClC1=C(C=CC(=C1)Cl)[C@]1(OC[C@H](O1)COS(=O)(=O)C1=CC=C(C)C=C1)CN1N=CN=C1 ((2R,4S)-2-(2,4-dichlorophenyl)-2-(1H-1,2,4-triazol-1-ylmethyl)-4-tosyloxymethyl-1,3-dioxolane tosylate), S(=O)(=O)([O-])C1=CC=C(C)C=C1 (tosylate). As a reaction SMILES: [S:1]([O:11][C@@H](O)C(O)C)([C:4]1[CH:10]=[CH:9][C:7]([CH3:8])=[CH:6][CH:5]=1)(=[O:3])=[O:2].[Cl:17][C:18]1[CH:23]=[C:22]([Cl:24])[CH:21]=[CH:20][C:19]=1[C:25](=[O:32])[CH2:26][N:27]1[CH:31]=[N:30][CH:29]=[N:28]1.OS(C(F)(F)F)(=O)=O.C([O-])([O-])=O.[K+].[K+].[S:47]([O:57][C@H:58](O)[CH:59]([OH:61])[CH3:60])([C:50]1[CH:56]=[CH:55][C:53]([CH3:54])=[CH:52][CH:51]=1)(=[O:49])=[O:48]>C1(C)C=CC=CC=1.C(OCC)(=O)C.O.CO.CC#N>[S:1]([C:4]1[CH:10]=[CH:9][C:7]([CH3:8])=[CH:6][CH:5]=1)([OH:11])(=[O:3])=[O:2].[Cl:17][C:18]1[CH:23]=[C:22]([Cl:24])[CH:21]=[CH:20][C:19]=1[C@:25]1([CH2:26][N:27]2[CH:31]=[N:30][CH:29]=[N:28]2)[O:61][C@H:59]([CH2:58][O:57][S:47]([C:50]2[CH:51]=[CH:52][C:53]([CH3:54])=[CH:55][CH:56]=2)(=[O:49])=[O:48])[CH2:60][O:32]1.[S:1]([C:4]1[CH:10]=[CH:9][C:7]([CH3:8])=[CH:6][CH:5]=1)([O-:11])(=[O:3])=[O:2] |f:3.4.5,12.13|. Procedure: (2R,4S)-2-(2,4-dichlorophenyl)-2-(1H-1,2,4-triazol-1-ylmethyl)-4-tosyloxymethyl-1,3-dioxolane tosylate DTTT (23 tosylate salt) is prepared as follows: A suspension of (R)-tosyloxy-1,2-propanediol (10.0 g, 40 mmol) and 1-(2,4-dichlorophenyl)-2-(1H-1,2,4-triazol-1-yl) ethanone (10.0 g, 39 mmol) in toluene (50 mL) is cooled to 5° C. Triflic acid (15 mL, 4 eq) is slowly added so that the temperature stays below 15° C. After complete addition the reaction mixture (2 phases) is stirred at 25° C. for 6... The reactants are CO, CCOC(=O)c1ccc(C#CC2CC2)c(OCC2CC2)c1, [Li+], [OH-], O. Yields the product O=C(O)c1ccc(C#CC2CC2)c(OCC2CC2)c1. Reaction SMILES: [CH3:24][OH:25].[CH:1]1([C:4]#[C:5][c:6]2[c:7]([O:17][CH2:18][CH:19]3[CH2:20][CH2:21]3)[cH:8][c:9]([C:10](=[O:11])[O:12][CH2:13][CH3:14])[cH:15][cH:16]2)[CH2:2][CH2:3]1.[Li+:23].[OH-:22].[OH2:26]>>[CH:1]1([C:4]#[C:5][c:6]2[c:7]([O:17][CH2:18][CH:19]3[CH2:20][CH2:21]3)[cH:8][c:9]([C:10](=[O:11])[OH:12])[cH:15][cH:16]2)[CH2:2][CH2:3]1. Starting materials: C1=CC=CC=2C3=CC=CC=C3C(C12)COC(=O)N[C@@H](CSC[C@H](CCCCCCCCC(=O)[O-])CCCCCCCC(=O)[O-])C(=O)OC(C)(C)C ((R)-3-((R)-2-(((9H-fluoren-9-yl)methoxy)carbonylamino)-3-tert-butoxy-3-oxopropylthio)propane-1,2-diyldioctanoate), C(CCCCCCCCCCC)(=O)O[C@@H](CSC[C@H](NC(OCC1C2=CC=CC=C2C=2C=CC=CC12)=O)C(=O)O)COC(CCCCCCCCCCC)=O ((5R,9R)-9-(dodecanoyloxy)-1-(9H-fluoren-9-yl)-3,12-dioxo-2,11-dioxa-7-thia-4-azatricosane-5-carboxylic acid). The product is C1=CC=CC=2C3=CC=CC=C3C(C12)COC(N[C@@H](CSC[C@@H](COC(CCCCCCC)=O)OC(CCCCCCC)=O)C(=O)O)=O ((5R,9R)-1-(9H-fluoren-9-yl)-9-(octanoyloxy)-3,12-dioxo-2,11-dioxa-7-thia-4-azanonadecane-5-carboxylic acid). RXN SMILES: C1C2C(COC(N[C@H](C(OC(C)(C)C)=O)CSC[C@@H](CCCCCCCC([O-])=O)CCCCCCCCC([O-])=O)=O)C3C(=CC=CC=3)C=2C=CC=1.[C:52]([O:65][C@H:66]([CH2:92][O:93][C:94](=[O:106])[CH2:95][CH2:96][CH2:97][CH2:98][CH2:99][CH2:100][CH2:101]CCCC)[CH2:67][S:68][CH2:69][C@@H:70]([C:89]([OH:91])=[O:90])[NH:71][C:72](=[O:88])[O:73][CH2:74][CH:75]1[C:87]2[CH:86]=[CH:85][CH:84]=[CH:83][C:82]=2[C:81]2[C:76]1=[CH:77][CH:78]=[CH:79][CH:80]=2)(=[O:64])[CH2:53][CH2:54][CH2:55][CH2:56][CH2:57][CH2:58][CH2:59]CCCC>>[CH:77]1[C:76]2[CH:75]([CH2:74][O:73][C:72](=[O:88])[NH:71][C@H:70]([C:89]([OH:91])=[O:90])[CH2:69][S:68][CH2:67][C@H:66]([O:65][C:52](=[O:64])[CH2:53][CH2:54][CH2:55][CH2:56][CH2:57][CH2:58][CH3:59])[CH2:92][O:93][C:94](=[O:106])[CH2:95][CH2:96][CH2:97][CH2:98][CH2:99][CH2:100][CH3:101])[C:87]3[C:82](=[CH:83][CH:84]=[CH:85][CH:86]=3)[C:81]=2[CH:80]=[CH:79][CH:78]=1. Procedure: The product was prepared from (R)-3-((R)-2-(((9H-fluoren-9-yl)methoxy)carbonylamino)-3-tert-butoxy-3-oxopropylthio)propane-1,2-diyldioctanoate by following the procedure described for compound 6. Reactants: [Li] (lithium), C1=CC=CC2=CC=CC=C12 (naphthalene), MnBr2, BrC1=C(C=CC(=C1)Cl)[C@H]1CC(NC1)=O ((4R)-4-(2-bromo-4-chlorophenyl)pyrrolidin-2-one), BrCCBr (1,2-dibromoethane), C(C1=CC=CC=C1)(=O)Cl (benzoyl chloride). Reagents/catalysts: [Cu]I (CuI). The solvent is O1CCCC1 (tetrahydrofuran), O1CCCC1 (THF), O1CCCC1 (THF), O (water). Reaction conditions: temperature 0 celsius, time 1 hour. Yields the product ClC1=CC(=C(C=C1)[C@H]1CC(NC1)=O)C(=O)C1=CC=CC=C1 ((4R)-4-[4-chloro-2-(phenylcarbonyl)phenyl]pyrrolidin-2-one). Reaction SMILES: [Li].C1C2C(=CC=CC=2)C=CC=1.Br[C:13]1[CH:18]=[C:17]([Cl:19])[CH:16]=[CH:15][C:14]=1[C@@H:20]1[CH2:24][NH:23][C:22](=[O:25])[CH2:21]1.BrCCBr.[C:30](Cl)(=[O:37])[C:31]1[CH:36]=[CH:35][CH:34]=[CH:33][CH:32]=1>O1CCCC1.O.[Cu]I>[Cl:19][C:17]1[CH:16]=[CH:15][C:14]([C@@H:20]2[CH2:24][NH:23][C:22](=[O:25])[CH2:21]2)=[C:13]([C:30]([C:31]2[CH:36]=[CH:35][CH:34]=[CH:33][CH:32]=2)=[O:37])[CH:18]=1 |^1:0|. Reported procedure: To a mixture of lithium wire (30 mg, 4.28 mmol), naphthalene (52 mg, 0.66 mmol), and MnBr2 (0.64 g, 2.08 mmol) was cannulated anhydrous tetrahydrofuran (THF) under a nitrogen atmosphere. The mixture was stirred for 2 h at room temperature before (4R)-4-(2-bromo-4-chlorophenyl)pyrrolidin-2-one in anhydrous THF (2 mL) was added dropwise. After stirring for 1 h, the reaction mixture was cooled to 0° C. and 1,2-dibromoethane (0.3 mL, 1.89 mmol) was added. The reaction mixture was warmed to room temp... Starting materials: solution, COC=1C=C(CN2C3=CC=CC=C3C=3C(=CC=CC23)OCC(=O)OCC)C=CC1OCC=1N=C(OC1C)C1=CC=CC=C1 (ethyl 2-{9-[3-methoxy-4-((5-methyl-2-phenyl-oxazole-4-yl)methoxy)-benzyl]-9H-carbazole-4-yloxy}acetate), Cl (hydrochloric acid), [OH-].[Na+] (sodium hydroxide), O1CCCC1 (tetrahydrofuran). Solvent: CO (methanol), O (water). The product is C(C)(=O)OCC.C(C)(C)OC(C)C (ethyl acetate diisopropylether). As a reaction SMILES: [OH-].[Na+].O1CCC[CH2:4]1.COC1C=C(C=CC=1OC[C:39]1N=[C:41]([C:45]2C=CC=CC=2)[O:42][C:43]=1[CH3:44])CN1C2C=CC=C(O[CH2:28][C:29]([O:31][CH2:32][CH3:33])=[O:30])C=2C2C1=CC=CC=2.Cl>O.CO>[C:29]([O:31][CH2:32][CH3:33])(=[O:30])[CH3:28].[CH:41]([O:42][CH:43]([CH3:39])[CH3:44])([CH3:45])[CH3:4] |f:0.1,7.8|. Procedure details: 1 mL of 5 N sodium hydroxide solution was added to tetrahydrofuran:methanol=1:1 (10 mL) solution of 107 mg of ethyl 2-{9-[3-methoxy-4-((5-methyl-2-phenyl-oxazole-4-yl)methoxy)-benzyl]-9H-carbazole-4-yloxy}acetate, and stirred at room temperature for 1 hour. The reaction mixture was diluted with water, adjusted to pH3 by 1 N hydrochloric acid, and extracted with ethyl acetate. The extract was washed with brine, and dried over anhydrous sodium sulfate. After filtration, the filtrate was concentrat... The reactants are [Br-], COc1c(Br)ccc(SC)c1C=O, C1CCOC1, CC(C)(C)[O-], C[P+](c1ccccc1)(c1ccccc1)c1ccccc1, [K+]. Product: C=Cc1c(SC)ccc(Br)c1OC. RXN SMILES: [Br-:20].[Br:7][c:8]1[c:9]([O:18][CH3:19])[c:10]([CH:11]=[O:12])[c:13]([S:16][CH3:17])[cH:14][cH:15]1.[CH2:41]1[O:42][CH2:43][CH2:44][CH2:45]1.[CH3:1][C:2]([CH3:3])([O-:4])[CH3:5].[CH3:21][P+:22]([c:23]1[cH:24][cH:25][cH:26][cH:27][cH:28]1)([c:29]1[cH:30][cH:31][cH:32][cH:33][cH:34]1)[c:35]1[cH:36][cH:37][cH:38][cH:39][cH:40]1.[K+:6]>>[CH2:1]=[CH:11][c:10]1[c:9]([O:18][CH3:19])[c:8]([Br:7])[cH:15][cH:14][c:13]1[S:16][CH3:17].